The task is: describe an organic reaction: reactants, conditions, products, and yield. This data is from the Open Reaction Database (ORD), a public repository of structured organic reaction records. Reported procedure: Prepared as described in the Nitro Reduction section using 2-methyl-6-(4-nitrophenyl) imidazo[2,1-b][1,3]thiazole (0.10 g, 0.386 mmol) and tin (II) chloride dihydrate (0.69 g, 3.09 mmol) in EtOH (15 ml) to give a pale orange solid (66 mg, 75%) after work-up and flash chromatography (1:1 DCM/EtOAc). Run in CCO (EtOH). The yield is 74.6%. Starting materials: Nitro, C(Cl)Cl.CCOC(=O)C (DCM EtOAc), CC1=CN2C(S1)=NC(=C2)C2=CC=C(C=C2)[N+](=O)[O-] (2-methyl-6-(4-nitrophenyl) imidazo[2,1-b][1,3]thiazole), O.O.[Sn](Cl)Cl (tin (II) chloride dihydrate). Reaction SMILES: [CH3:1][C:2]1[S:6][C:5]2=[N:7][C:8]([C:10]3[CH:15]=[CH:14][C:13]([N+:16]([O-])=O)=[CH:12][CH:11]=3)=[CH:9][N:4]2[CH:3]=1.O.O.[Sn](Cl)Cl.C(Cl)Cl.CCOC(C)=O>CCO>[CH3:1][C:2]1[S:6][C:5]2=[N:7][C:8]([C:10]3[CH:15]=[CH:14][C:13]([NH2:16])=[CH:12][CH:11]=3)=[CH:9][N:4]2[CH:3]=1 |f:1.2.3,4.5|. Yields the product CC1=CN2C(S1)=NC(=C2)C2=CC=C(N)C=C2 (4-(2-Methylimidazo[2,1-b][1,3]thiazol-6-yl)aniline). Reactants: [Br-], C1CCOC1, CC(C)(C)OC(=O)N1CC1C1COC(C)(C)O1, CSC, Br[Cu]Br, Fc1cc(F)cc([Mg+])c1. The product is CC(C)(C)OC(=O)NC(Cc1cc(F)cc(F)c1)C1COC(C)(C)O1. Reaction SMILES: [Br-:18].[CH2:28]1[O:29][CH2:30][CH2:31][CH2:32]1.[CH3:1][C:2]1([CH3:17])[O:3][CH2:4][CH:5]([CH:7]2[N:8]([C:10](=[O:11])[O:12][C:13]([CH3:14])([CH3:15])[CH3:16])[CH2:9]2)[O:6]1.[CH3:33][S:34][CH3:35].[Cu:36]([Br:37])[Br:38].[F:19][c:20]1[cH:21][c:22]([Mg+:27])[cH:23][c:24]([F:26])[cH:25]1>>[CH3:1][C:2]1([CH3:17])[O:3][CH2:4][CH:5]([CH:7]([NH:8][C:10](=[O:11])[O:12][C:13]([CH3:14])([CH3:15])[CH3:16])[CH2:9][c:22]2[cH:21][c:20]([F:19])[cH:25][c:24]([F:26])[cH:23]2)[O:6]1. As a reaction SMILES: [C:63](=[O:64])([O-:65])[O-:66].[CH3:69][c:70]1[cH:71][cH:72][cH:73][cH:74][cH:75]1.[Cs+:67].[Cs+:68].[NH2:10][c:11]1[cH:12][cH:13][cH:14][cH:15][cH:16]1.[O-:1][C:2](=[O:3])[c:4]1[cH:5][cH:6][cH:7][cH:8][cH:9]1.[O:114]=[C:115]([CH:116]=[CH:117][c:118]1[cH:119][cH:120][cH:121][cH:122][cH:123]1)[CH:124]=[CH:125][c:126]1[cH:127][cH:128][cH:129][cH:130][cH:131]1.[O:78]=[C:79]([CH:80]=[CH:81][c:82]1[cH:83][cH:84][cH:85][cH:86][cH:87]1)[CH:88]=[CH:89][c:90]1[cH:91][cH:92][cH:93][cH:94][cH:95]1.[O:96]=[C:97]([CH:98]=[CH:99][c:100]1[cH:101][cH:102][cH:103][cH:104][cH:105]1)[CH:106]=[CH:107][c:108]1[cH:109][cH:110][cH:111][cH:112][cH:113]1.[Pd:76].[Pd:77].[cH:17]1[cH:18][cH:19][c:20]([P:21]([c:22]2[cH:23][cH:24][c:25]3[c:26]([cH:27][cH:28][cH:29][cH:30]3)[c:31]2-[c:32]2[c:33]3[c:34]([cH:35][cH:36][cH:37][cH:38]3)[cH:39][cH:40][c:41]2[P:42]([c:43]2[cH:44][cH:45][cH:46][cH:47][cH:48]2)[c:49]2[cH:50][cH:51][cH:52][cH:53][cH:54]2)[c:55]2[cH:56][cH:57][cH:58][cH:59][cH:60]2)[cH:61][cH:62]1>>[O:1]=[C:2]([OH:3])[c:4]1[cH:5][cH:6][cH:7][cH:8][cH:9]1. Starting materials: O=C([O-])[O-], Cc1ccccc1, [Cs+], [Cs+], Nc1ccccc1, O=C([O-])c1ccccc1, O=C(C=Cc1ccccc1)C=Cc1ccccc1, O=C(C=Cc1ccccc1)C=Cc1ccccc1, O=C(C=Cc1ccccc1)C=Cc1ccccc1, [Pd], [Pd], c1ccc(P(c2ccccc2)c2ccc3ccccc3c2-c2c(P(c3ccccc3)c3ccccc3)ccc3ccccc23)cc1. The product is O=C(O)c1ccccc1. Reactants: C1(=CC=C(C=C1)S(=O)(=O)[O-])C.[NH+]1=CC=CC=C1 (Pyridinium p-toluenesulfonate), COC(C(=O)OCC)C1=C(C=CC=C1)COC1OCCCC1 (ethyl α-methoxy-2-(tetrahydropyran-2-yloxy-methyl)phenylacetate), O (water). The solvent is CO (methanol). Yields the product COC1C(OCC2=CC=CC=C12)=O (4-methoxy-3-isochromanone). Yield: 74.2%. RXN SMILES: C1(C)C=CC(S([O-])(=O)=O)=CC=1.[NH+]1C=CC=CC=1.[CH3:18][O:19][CH:20]([C:26]1[CH:31]=[CH:30][CH:29]=[CH:28][C:27]=1[CH2:32][O:33][CH:34]1CCCC[O:35]1)C(OCC)=O.O>CO>[CH3:18][O:19][CH:20]1[C:26]2[C:27](=[CH:28][CH:29]=[CH:30][CH:31]=2)[CH2:32][O:33][C:34]1=[O:35] |f:0.1|. Procedure details: Pyridinium p-toluenesulfonate (0.30 g) was added to a solution of ethyl α-methoxy-2-(tetrahydropyran-2-yloxy-methyl)phenylacetate (14.00 g, 45.4 mmol) in methanol (50 ml), and the mixture was heated under reflux for 1 hour. The mixture was cooled to room temperature, and water (50 ml) was added. The mixture was extracted with methylene chloride and dried over anhydrous magnesium sulfate. The solvent was evaporated, and the residue was purified by recrystallization from n-hexane/ethyl acetate (=1... Reactants: CN1CCN(CC1)C(=O)O[C@H]2C3=C(N=CC=N3)C(=O)N2C=4C=CC(=CN4)Cl ((S)-zopiclone), C1(=CC=CC=C1)S(=O)(=O)O (benzenesulfonic acid). The solvent is C(C)O (ethanol). Conditions: temperature 0 celsius. Yields the product CN1CCN(CC1)C(=O)O[C@H]2C3=C(N=CC=N3)C(=O)N2C=4C=CC(=CN4)Cl.S(=O)(=O)([O-])C1=CC=CC=C1 ((S)-Zopiclone besylate). Yield: 52.0%. RXN SMILES: [CH3:1][N:2]1[CH2:7][CH2:6][N:5]([C:8]([O:10][C@@H:11]2[N:20]([C:21]3[CH:22]=[CH:23][C:24]([Cl:27])=[CH:25][N:26]=3)[C:18](=[O:19])[C:13]3[N:14]=[CH:15][CH:16]=[N:17][C:12]2=3)=[O:9])[CH2:4][CH2:3]1.[C:28]1([S:34]([OH:37])(=[O:36])=[O:35])[CH:33]=[CH:32][CH:31]=[CH:30][CH:29]=1>C(O)C>[CH3:1][N:2]1[CH2:7][CH2:6][N:5]([C:8]([O:10][C@@H:11]2[N:20]([C:21]3[CH:22]=[CH:23][C:24]([Cl:27])=[CH:25][N:26]=3)[C:18](=[O:19])[C:13]3[N:14]=[CH:15][CH:16]=[N:17][C:12]2=3)=[O:9])[CH2:4][CH2:3]1.[S:34]([C:28]1[CH:33]=[CH:32][CH:31]=[CH:30][CH:29]=1)([O-:37])(=[O:36])=[O:35] |f:3.4|. Procedure: A reactor was charged with 0.123 g (S)-zopiclone. To the reactor was added 0.056 g benzenesulfonic acid. The reaction was agitated and charged with 17.2 g ethanol. The reaction was cooled to 0° C., and the reaction was allowed to stir for greater than one hour after a slurry appeared. The reaction mixture was filtered and washed once with 0.5 g ethanol, dried in vacuo at approximately 50° C. for approximately 6 h to yield the titled compound in 52% yield. Starting materials: CC(C)(C)c1ccc(SCl)cc1, ClC(Cl)(Cl)Cl, CC(=O)O, C=CS(=O)(=O)c1ccccc1, ClSCl. Yields the product CC(C)(C)c1ccc(SC(CCl)S(=O)(=O)c2ccccc2)cc1. RXN SMILES: [C:12]([CH3:13])([CH3:14])([CH3:15])[c:16]1[cH:17][cH:18][c:19]([S:22][Cl:23])[cH:20][cH:21]1.[C:27]([Cl:28])([Cl:29])([Cl:30])[Cl:31].[CH3:32][C:33](=[O:34])[OH:35].[CH:1](=[CH2:2])[S:3](=[O:4])(=[O:5])[c:6]1[cH:7][cH:8][cH:9][cH:10][cH:11]1.[S:24]([Cl:25])[Cl:26]>>[CH:1]([CH2:2][Cl:25])([S:3](=[O:4])(=[O:5])[c:6]1[cH:7][cH:8][cH:9][cH:10][cH:11]1)[S:22][c:19]1[cH:18][cH:17][c:16]([C:12]([CH3:13])([CH3:14])[CH3:15])[cH:21][cH:20]1. Starting materials: ClC1=NC=C(C2=C1C=CN2C)C(=O)N2CCOCC2 (4-chloro-1-methyl-7-(4-morpholinylcarbonyl)-1H-pyrrolo[3,2-c]pyridine), NC1=C(C=C(C#N)C=C1)C (4-amino-3-methylbenzonitrile), C([O-])([O-])=O.[Cs+].[Cs+] (cesium carbonate), C1(=CC=CC=C1)P(C1=CC=CC=2C(C3=CC=CC(=C3OC12)P(C1=CC=CC=C1)C1=CC=CC=C1)(C)C)C1=CC=CC=C1 (4,5-bis(diphenylphosphino)-9,9-dimethylxanthene). The reagents and catalysts are C=1C=CC(=CC1)/C=C/C(=O)/C=C/C2=CC=CC=C2.C=1C=CC(=CC1)/C=C/C(=O)/C=C/C2=CC=CC=C2.C=1C=CC(=CC1)/C=C/C(=O)/C=C/C2=CC=CC=C2.[Pd].[Pd] (tris(dibenzylideneacetone)dipalladium). Solvent: CO.ClCCl (methanol dichloromethane), O1CCOCC1 (1,4-dioxan), ClCCl (dichloromethane). Run at temperature 100 celsius. Yields the product CC=1C=C(C#N)C=CC1NC1=NC=C(C2=C1C=CN2C)C(=O)N2CCOCC2 (3-Methyl-4-{[1-methyl-7-(4-morpholinylcarbonyl)-1H-pyrrolo[3,2-c]pyridin-4-yl]amino}benzonitrile), solid. As a reaction SMILES: Cl[C:2]1[C:7]2[CH:8]=[CH:9][N:10]([CH3:11])[C:6]=2[C:5]([C:12]([N:14]2[CH2:19][CH2:18][O:17][CH2:16][CH2:15]2)=[O:13])=[CH:4][N:3]=1.[NH2:20][C:21]1[CH:28]=[CH:27][C:24]([C:25]#[N:26])=[CH:23][C:22]=1[CH3:29].C(=O)([O-])[O-].[Cs+].[Cs+].C1(P(C2C=CC=CC=2)C2C3OC4C(=CC=CC=4P(C4C=CC=CC=4)C4C=CC=CC=4)C(C)(C)C=3C=CC=2)C=CC=CC=1>O1CCOCC1.ClCCl.CO.ClCCl.C1C=CC(/C=C/C(/C=C/C2C=CC=CC=2)=O)=CC=1.C1C=CC(/C=C/C(/C=C/C2C=CC=CC=2)=O)=CC=1.C1C=CC(/C=C/C(/C=C/C2C=CC=CC=2)=O)=CC=1.[Pd].[Pd]>[CH3:29][C:22]1[CH:23]=[C:24]([CH:27]=[CH:28][C:21]=1[NH:20][C:2]1[C:7]2[CH:8]=[CH:9][N:10]([CH3:11])[C:6]=2[C:5]([C:12]([N:14]2[CH2:19][CH2:18][O:17][CH2:16][CH2:15]2)=[O:13])=[CH:4][N:3]=1)[C:25]#[N:26] |f:2.3.4,8.9,10.11.12.13.14|. Procedure: A mixture of 4-chloro-1-methyl-7-(4-morpholinylcarbonyl)-1H-pyrrolo[3,2-c]pyridine (100 mg), 4-amino-3-methylbenzonitrile (57 mg), cesium carbonate (163 mg), tris(dibenzylideneacetone)dipalladium (0) (7 mg) and 4,5-bis(diphenylphosphino)-9,9-dimethylxanthene (5 mg) in 1,4-dioxan (2 ml) was heated to 100° C. under argon overnight. The reaction mixture was diluted with dichloromethane and washed with water, followed by saturated sodium chloride solution, then dried (MgSO4), filtered and evaporated...